From a dataset of the Open Reaction Database (ORD), a public repository of structured organic reaction records. describe an organic reaction: reactants, conditions, products, and yield As a reaction SMILES: [F:1][C:2]([F:16])([F:15])[C:3]1[N:8]=[CH:7][C:6]([C@@H:9]2[CH2:11][C@H:10]2[C:12]([OH:14])=O)=[CH:5][CH:4]=1.CCN(C(C)C)C(C)C.CN(C(ON1N=NC2C=CC=CC1=2)=[N+](C)C)C.[B-](F)(F)(F)F.Cl.Cl.[CH:50]1([N:54]2[CH2:59][CH2:58][NH:57][CH2:56][CH2:55]2)[CH2:53][CH2:52][CH2:51]1>CN(C=O)C.CCOC(C)=O.CCCCCC>[CH:50]1([N:54]2[CH2:59][CH2:58][N:57]([C:12]([C@@H:10]3[CH2:11][C@H:9]3[C:6]3[CH:7]=[N:8][C:3]([C:2]([F:1])([F:16])[F:15])=[CH:4][CH:5]=3)=[O:14])[CH2:56][CH2:55]2)[CH2:53][CH2:52][CH2:51]1 |f:2.3,4.5.6,8.9|. Reported procedure: To a stirring solution of 26C (16 mg, 0.070 mmol) in DMF (0.5 mL) at ambient temperature was added DIPEA (0.050 mL, 0.28 mmol) and TBTU (23 mg, 0.070 mmol). After stirring for 2 min, 4A (16 mg, 0.08 mmol) was added in one portion. After stirring for 19 h, the reaction was concentrated under reduced pressure. The residue was diluted with EtOAc (15 mL) then washed successively with dilute aq. K2CO3 (5 mL), H2O (2 mL), and brine (3 mL), dried over Na2SO4, filtered, and concentrated in vacuo. The re... The solvent is CCOC(=O)C.CCCCCC (EtOAc Hexane), CN(C)C=O (DMF). Starting materials: FC(C1=CC=C(C=N1)[C@H]1[C@@H](C1)C(=O)O)(F)F (trans-2-[6-(Trifluoromethyl)pyridin-3-yl]cyclopropanecarboxylic acid), CCN(C(C)C)C(C)C (DIPEA), CN(C)C(=[N+](C)C)ON1C2=C(C=CC=C2)N=N1.[B-](F)(F)(F)F (TBTU), Cl.Cl.C1(CCC1)N1CCNCC1 (1-Cyclobutylpiperazine dihydrochloride). The yield is 35.2%. Reaction conditions: time 2 minute. Yields the product C1(CCC1)N1CCN(CC1)C(=O)[C@H]1[C@@H](C1)C=1C=NC(=CC1)C(F)(F)F (trans-(4-Cyclobutylpiperazin-1-yl)-[2-(6-(trifluoromethyl)pyridin-3-yl)cyclopropyl]methanone). Starting materials: CC([O-])=S, C=CCOC(=O)N1CC(OS(C)(=O)=O)CC1Cc1csc2cncn12, [K+], CN(C)C=O, O. The product is C=CCOC(=O)N1CC(SC(C)=O)CC1Cc1csc2cncn12. As a reaction SMILES: [C:1]([CH3:2])(=[S:3])[O-:4].[CH2:6]([CH:7]=[CH2:8])[O:9][C:10](=[O:11])[N:12]1[CH2:13][CH:14]([O:26][S:27]([CH3:28])(=[O:29])=[O:30])[CH2:15][CH:16]1[CH2:17][c:18]1[n:19]2[c:20]([s:21][cH:22]1)[cH:23][n:24][cH:25]2.[K+:5].[O:32]=[CH:33][N:34]([CH3:35])[CH3:36].[OH2:31]>>[C:1]([CH3:2])([S:3][CH:14]1[CH2:13][N:12]([C:10]([O:9][CH2:6][CH:7]=[CH2:8])=[O:11])[CH:16]([CH2:17][c:18]2[n:19]3[c:20]([s:21][cH:22]2)[cH:23][n:24][cH:25]3)[CH2:15]1)=[O:4]. Starting materials: CI NH3, COC(C1=C(C=C(C=C1)CS(=O)(=O)C=1C=NC=CC1)C1=CC=CC=C1)=O (4-(3-pyridylsulfonylmethyl)-2-phenylbenzoic acid methyl ester), methyl ester, COC([C@@H](N)CCSC)=O (methionine methyl ester). Product: COC([C@@H](NC(C1=C(C=C(C=C1)CS(=O)(=O)C=1C=NC=CC1)C1=CC=CC=C1)=O)CCSC)=O ([4-(3-Pyridylsulfonylmethyl)-2-phenylbenzoyl]methionine Methyl Ester). As a reaction SMILES: C[O:2][C:3](=O)[C:4]1[CH:9]=[CH:8][C:7]([CH2:10][S:11]([C:14]2[CH:15]=[N:16][CH:17]=[CH:18][CH:19]=2)(=[O:13])=[O:12])=[CH:6][C:5]=1[C:20]1[CH:25]=[CH:24][CH:23]=[CH:22][CH:21]=1.[CH3:27][O:28][C:29](=[O:36])[C@H:30]([CH2:32][CH2:33][S:34][CH3:35])[NH2:31]>>[CH3:27][O:28][C:29](=[O:36])[C@H:30]([CH2:32][CH2:33][S:34][CH3:35])[NH:31][C:3](=[O:2])[C:4]1[CH:9]=[CH:8][C:7]([CH2:10][S:11]([C:14]2[CH:15]=[N:16][CH:17]=[CH:18][CH:19]=2)(=[O:13])=[O:12])=[CH:6][C:5]=1[C:20]1[CH:25]=[CH:24][CH:23]=[CH:22][CH:21]=1. Procedure: The desired compound was prepared from 4-(3-pyridylsulfonylmethyl)-2-phenylbenzoic acid methyl ester by saponification of the methyl ester using the procedure of Example 228D, and coupling with methionine methyl ester according to the procedure of Example 186C. mp 152-154° C. 1H NMR (300 MHz, CDCl3) δ 8.95 (d, 1H), 8.87 (dd, 1H), 7.94 (ddd, 1H), 7.66 (d, 1H), 7.43 (m, 4H), 7.30 (m, 2H), 7.21 (dd, 1H), 7.10 (d, 1H), 5.91 (bd, 1H), 4.66 (ddd, 1H), 4.42 (s, 2H), 3.68 (s, 3H), 2.08 (t, 2H), 2.02 (s,... Reactants: O(C[*:2])[*:1] (poly(oxymethylene)), Br.Br.FC1=CC=C(C=C1)CN1C(=NC2=NC=NC(=C12)O)NC1CCNCC1 (7-[(4-fluorophenyl)methyl]-8-(4-piperidinylamino)-7H-purin-6-ol dihydrobromide), S1C=CC=C1 (thiophene), C(C)(=O)[O-].[K+] (potassium acetate), [H][H] (hydrogen). Reagents/catalysts: [Pd] (palladium-on-charcoal). Run in CO (methanol), CO (methanol). Yields the product FC1=CC=C(C=C1)CN1C(=NC2=NC=NC(=C12)O)NC1CCN(CC1)C (7-[(4-fluorophenyl)methyl]-8-[(1-methyl-4-piperidinyl)amino] -7H-purin-6-ol). Isolated yield 56.0%. Reaction SMILES: Br.Br.[F:3][C:4]1[CH:9]=[CH:8][C:7]([CH2:10][N:11]2[C:19]3[C:14](=[N:15][CH:16]=[N:17][C:18]=3[OH:20])[N:13]=[C:12]2[NH:21][CH:22]2[CH2:27][CH2:26][NH:25][CH2:24][CH2:23]2)=[CH:6][CH:5]=1.S1C=CC=[CH:29]1.C([O-])(=O)C.[K+].[H][H]>CO.[Pd]>[F:3][C:4]1[CH:9]=[CH:8][C:7]([CH2:10][N:11]2[C:19]3[C:14](=[N:15][CH:16]=[N:17][C:18]=3[OH:20])[N:13]=[C:12]2[NH:21][CH:22]2[CH2:23][CH2:24][N:25]([CH3:29])[CH2:26][CH2:27]2)=[CH:6][CH:5]=1 |f:0.1.2,4.5|. Reported procedure: A mixture of 3 parts of poly(oxymethylene), 5 parts of 7-[(4-fluorophenyl)methyl]-8-(4-piperidinylamino)-7H-purin-6-ol dihydrobromide, 1 part of a solution of thiophene in methanol 4%, 5 parts of potassium acetate and 120 parts of methanol was hydrogenated at normal pressure and at room temperature with 2 parts of palladium-on-charcoal catalyst 10%. After the calculated amount of hydrogen was taken up, the catalyst was filtered off and the filtrate was evaporated. The residue was taken up in wat...